From a dataset of the Open Reaction Database (ORD), a public repository of structured organic reaction records. describe an organic reaction: reactants, conditions, products, and yield Starting materials: [Al], BrC1(Br)C2CCCCCC21, C=CCCO, CCOC(C)=O, Cc1ccccc1. Yields the product C=CCCOC1CCCCCC=C1Br. Reaction SMILES: [Al:29].[Br:1][C:2]1([Br:10])[CH:3]2[CH2:4][CH2:5][CH2:6][CH2:7][CH2:8][CH:9]12.[CH2:11]([CH2:12][CH:13]=[CH2:14])[OH:15].[CH3:16][CH2:17][O:18][C:19]([CH3:20])=[O:21].[CH3:22][c:23]1[cH:24][cH:25][cH:26][cH:27][cH:28]1>>[C:2]1([Br:10])=[CH:3][CH2:4][CH2:5][CH2:6][CH2:7][CH2:8][CH:9]1[O:15][CH2:11][CH2:12][CH:13]=[CH2:14].